From a dataset of the Open Reaction Database (ORD), a public repository of structured organic reaction records. describe an organic reaction: reactants, conditions, products, and yield Reactants: BrCC(=O)OCC (ethyl bromoacetate), C([O-])([O-])=O.[Na+].[Na+] (sodium carbonate), C([O-])([O-])=O.[Cs+].[Cs+] (cesium carbonate), O=C(CNC(C(F)(F)F)=O)C1=CC=C(C=C1)O (4-(1-oxo-2-trifluoroacetamidoethyl)-phenol). The solvent is CS(=O)C (dimethyl sulfoxide). Reaction conditions: time 2 hour. Product: O=C(CNC(C(F)(F)F)=O)C1=CC=C(OCC(=O)OCC)C=C1 (ethyl 4-(1-oxo-2-trifluoroacetamidoethyl)-phenoxyacetate). Reaction SMILES: C(=O)([O-])[O-].[Na+].[Na+].C(=O)([O-])[O-].[Cs+].[Cs+].[O:13]=[C:14]([C:23]1[CH:28]=[CH:27][C:26]([OH:29])=[CH:25][CH:24]=1)[CH2:15][NH:16][C:17](=[O:22])[C:18]([F:21])([F:20])[F:19].Br[CH2:31][C:32]([O:34][CH2:35][CH3:36])=[O:33]>CS(C)=O>[O:13]=[C:14]([C:23]1[CH:24]=[CH:25][C:26]([O:29][CH2:31][C:32]([O:34][CH2:35][CH3:36])=[O:33])=[CH:27][CH:28]=1)[CH2:15][NH:16][C:17](=[O:22])[C:18]([F:20])([F:21])[F:19] |f:0.1.2,3.4.5|. Reported procedure: 1.06 g of sodium carbonate or 3.26 g of cesium carbonate were added to a stirred solution of 2.47 g of 4-(1-oxo-2-trifluoroacetamidoethyl)-phenol (1e) in 5 ml of dimethyl sulfoxide at room temperature and, after 30 minutes, 1.83 g of ethyl bromoacetate were introduced. Precipitating crystalline solid gradually made the mixture more viscous. After about 2 hours, the mixture solidified to a thick, unstirrable crystal slurry. Starting materials: COC(=O)C(C(OCC(C(=O)OC)(C)C)(C1=CC=CC=C1)C1=CC=CC=C1)OC1=NC(=CC(=N1)OC)C (methyl 3-[2-methoxycarbonyl-2-(4-methoxy-6-methyl-2-pyrimidinyloxy)-1,1-diphenylethoxy]-2,2-di-methylpropionate), [OH-].[Na+] (NaOH). Solvent: O1CCOCC1 (dioxane), O (H2O). Product: C(=O)(O)C(C(OCC(C(=O)O)(C)C)(C1=CC=CC=C1)C1=CC=CC=C1)OC1=NC(=CC(=N1)OC)C (3-[2-Carboxy-2-(4-methoxy-6-methyl-2-pyrimidinyloxy)-1,1-diphenylethoxy]-2,2-dimethylpropionic Acid). Isolated yield 42.7%. RXN SMILES: C[O:2][C:3]([CH:5]([O:28][C:29]1[N:34]=[C:33]([O:35][CH3:36])[CH:32]=[C:31]([CH3:37])[N:30]=1)[C:6]([C:22]1[CH:27]=[CH:26][CH:25]=[CH:24][CH:23]=1)([C:16]1[CH:21]=[CH:20][CH:19]=[CH:18][CH:17]=1)[O:7][CH2:8][C:9]([CH3:15])([CH3:14])[C:10]([O:12]C)=[O:11])=[O:4].[OH-].[Na+]>O1CCOCC1.O>[C:3]([CH:5]([O:28][C:29]1[N:34]=[C:33]([O:35][CH3:36])[CH:32]=[C:31]([CH3:37])[N:30]=1)[C:6]([C:16]1[CH:17]=[CH:18][CH:19]=[CH:20][CH:21]=1)([C:22]1[CH:27]=[CH:26][CH:25]=[CH:24][CH:23]=1)[O:7][CH2:8][C:9]([CH3:15])([CH3:14])[C:10]([OH:12])=[O:11])([OH:4])=[O:2] |f:1.2|. Procedure details: 10.1 g (20 mmol) of methyl 3-[2-methoxycarbonyl-2-(4-methoxy-6-methyl-2-pyrimidinyloxy)-1,1-diphenylethoxy]-2,2-di-methylpropionate were dissolved in 50 ml of dioxane and 50 ml of 2N NaOH solution and stirred at 80° C. for 4 h. The solution was diluted with 300 ml of H2O and extracted with 100 ml of ethyl acetate. The aqueous phase was neutralized with 1N HCl and extracted with ethyl acetate, and the organic phase was dried over MgSO4, filtered and concentrated. The oily residue was crystallized... Reactants: COc1ccc(C(=CC=CC(=O)Oc2ccc([N+](=O)[O-])cc2)c2ccc(OC)cc2)cc1, C1CCOC1, NCCCc1ccncc1. Yields the product COc1ccc(C(=CC=CC(=O)NCCCc2ccncc2)c2ccc(OC)cc2)cc1. RXN SMILES: [N+:1]([c:2]1[cH:3][cH:4][c:5]([O:6][C:11]([CH:12]=[CH:13][CH:14]=[C:15]([c:16]2[cH:17][cH:18][c:19]([O:22][CH3:23])[cH:20][cH:21]2)[c:24]2[cH:25][cH:26][c:27]([O:30][CH3:31])[cH:28][cH:29]2)=[O:32])[cH:7][cH:8]1)([O-:9])=[O:10].[O:43]1[CH2:44][CH2:45][CH2:46][CH2:47]1.[n:33]1[cH:34][cH:35][c:36]([CH2:39][CH2:40][CH2:41][NH2:42])[cH:37][cH:38]1>>[C:11]([CH:12]=[CH:13][CH:14]=[C:15]([c:16]1[cH:17][cH:18][c:19]([O:22][CH3:23])[cH:20][cH:21]1)[c:24]1[cH:25][cH:26][c:27]([O:30][CH3:31])[cH:28][cH:29]1)(=[O:32])[NH:42][CH2:41][CH2:40][CH2:39][c:36]1[cH:35][cH:34][n:33][cH:38][cH:37]1. Reaction conditions: time 2 hour. As a reaction SMILES: [CH3:1][NH:2][CH2:3][CH2:4][CH2:5][Si:6]([CH3:11])([O:9][CH3:10])[O:7][CH3:8].[CH:12]([N:15]=[C:16]=[N:17][CH:18]([CH3:20])[CH3:19])([CH3:14])[CH3:13].N=C=N>>[CH:12]([N:15]=[C:16]([NH:17][CH:18]([CH3:20])[CH3:19])[N:2]([CH3:1])[CH2:3][CH2:4][CH2:5][Si:6]([CH3:11])([O:9][CH3:10])[O:7][CH3:8])([CH3:14])[CH3:13]. Reported procedure: A mixture of 27 g of N-methyl-(3-(methyldimethoxysilyl)propyl)amine (0.152 mol, 20% excess) and of 16 g of diisopropylcarbodiimide (0.127 mol) was heated for 8 h at 100° C. (carbodiimide conversion of 98%). The final colorless mixture was devolatilized at 100° C. under 2 mbar for 2 h to give 39.3 g of a colorless, low-viscosity liquid corresponding to the expected guanidine, containing 2 wt % of the initial amine. The product is C(C)(C)N=C(N(CCC[Si](OC)(OC)C)C)NC(C)C (2,3-diisopropyl-1-methyl-1-(3-(methyldimethoxysilyl)propyl)guanidine). Starting materials: CNCCC[Si](OC)(OC)C (N-methyl-(3-(methyldimethoxysilyl)propyl)amine), C(C)(C)N=C=NC(C)C (diisopropylcarbodiimide), N=C=N (carbodiimide). Run at time 1.5 minute. Starting materials: [Li]CCCC (n-BuLi), N1(N=CC=C1)C1=CC=C(CC=2C(=NC3=CC=C(C=C3C2Cl)Br)OC)C=C1 (3-(4-(1H-pyrazol-1-yl)benzyl)-6-bromo-4-chloro-2-methoxyquinoline), N1(N=CC=C1)C1=CC=C(CC=2C(=NC3=CC=C(C=C3C2Cl)Br)OC)C=C1 (3-(4-(1H-pyrazol-1-yl)benzyl)-6-bromo-4-chloro-2-methoxyquinoline), CN1C=NC=C1C(=O)C1=NC=CC=C1 ((1-methyl-1H-imidazol-5-yl)(pyridin-2-yl)methanone), CN1C=NC=C1C(=O)C1=NC=CC=C1 ((1-methyl-1H-imidazol-5-yl)(pyridin-2-yl)methanone). Product: N1(N=CC=C1)C1=CC=C(CC=2C(=NC3=CC=C(C=C3C2Cl)C(O)(C2=NC=CC=C2)C2=CN=CN2C)OC)C=C1 ((3-(4-(1H-Pyrazol-1-yl)benzyl)-4-chloro-2-methoxyquinolin-6-yl)(1-methyl-1H-imidazol-5-yl)(pyridin-2-yl)methanol). Reported procedure: A solution of n-BuLi (2.5 M in hexanes, 0.28 mL, 0.7 mmol) was added dropwise by syringe to a solution of 3-(4-(1H-pyrazol-1-yl)benzyl)-6-bromo-4-chloro-2-methoxyquinoline (0.303 g, 0.707 mmol, Intermediate 10) in dry THF (7 mL) in a dry ice-acetone bath. After 1-2 minutes, a solution of (1-methyl-1H-imidazol-5-yl)(pyridin-2-yl)methanone (0.144 g, 0.769 mmol, Intermediate 33: step b) in dry THF (0.5 mL) was added dropwise. The reaction was stirred for 5 minutes, switched to an ice bath for 10 mi... As a reaction SMILES: [Li]CCCC.[N:6]1([C:11]2[CH:31]=[CH:30][C:14]([CH2:15][C:16]3[C:17]([O:28][CH3:29])=[N:18][C:19]4[C:24]([C:25]=3[Cl:26])=[CH:23][C:22](Br)=[CH:21][CH:20]=4)=[CH:13][CH:12]=2)[CH:10]=[CH:9][CH:8]=[N:7]1.[CH3:32][N:33]1[C:37]([C:38]([C:40]2[CH:45]=[CH:44][CH:43]=[CH:42][N:41]=2)=[O:39])=[CH:36][N:35]=[CH:34]1>C1COCC1>[N:6]1([C:11]2[CH:31]=[CH:30][C:14]([CH2:15][C:16]3[C:17]([O:28][CH3:29])=[N:18][C:19]4[C:24]([C:25]=3[Cl:26])=[CH:23][C:22]([C:38]([C:37]3[N:33]([CH3:32])[CH:34]=[N:35][CH:36]=3)([C:40]3[CH:45]=[CH:44][CH:43]=[CH:42][N:41]=3)[OH:39])=[CH:21][CH:20]=4)=[CH:13][CH:12]=2)[CH:10]=[CH:9][CH:8]=[N:7]1. Solvent: C1CCOC1 (THF), C1CCOC1 (THF). Starting materials: BrC=1C(=C(C=NO)C=C(C1)[N+](=O)[O-])SC(C)(C)C (3-bromo-2-tert-butylsulfanyl-5-nitro-benzaldehyde oxime), C1(=CC=C(C=C1)S(=O)(=O)O)C (p-toluenesulfonic acid). Yields the product BrC1=CC(=CC=2C=NSC21)[N+](=O)[O-] (7-bromo-5-nitro-benzo[d]isothiazole). Reported procedure: A mixture of 3-bromo-2-tert-butylsulfanyl-5-nitro-benzaldehyde oxime (1.98 g, 5.97 mmol) and p-toluenesulfonic acid (567 mg, 2.98 mmol) in n-butanol (20 mL) was heated to reflux for 16 h. The reaction mixture was cooled and concentrated. The residue was treated with water followed by saturated sodium bicarbonate solution and then was extracted with dichloromethane (3×20 mL). The combined organic fractions were washed with water, dried over sodium sulfate, filtered and concentrated. Purification ... The yield is 64.7%. RXN SMILES: [Br:1][C:2]1[C:3]([S:14]C(C)(C)C)=[C:4]([CH:8]=[C:9]([N+:11]([O-:13])=[O:12])[CH:10]=1)[CH:5]=[N:6]O.C1(C)C=CC(S(O)(=O)=O)=CC=1>C(O)CCC>[Br:1][C:2]1[C:3]2[S:14][N:6]=[CH:5][C:4]=2[CH:8]=[C:9]([N+:11]([O-:13])=[O:12])[CH:10]=1. The solvent is C(CCC)O (n-butanol). The reactants are ClC1=NN2C(C(=CC=C2)NCC=2C(=NC=CC2)N(S(=O)(=O)C)C)=N1 (N-{3-[(2-chloro-[1,2,4]triazolo[1,5-a]pyridin-8-ylamino)-methyl]-pyridin-2-yl}-N-methyl-methanesulfonamide), CS(=O)(=O)C1=CC=C(C=C1)N (4-methanesulfonyl-phenylamine), C1(CCCCC1)P(C1=C(C=CC=C1)C1=C(C=CC=C1)P(C1CCCCC1)C1CCCCC1)C1CCCCC1 (2,2′-bis-dicyclohexylphosphanyl-biphenyl). Product: CS(=O)(=O)C1=CC=C(C=C1)NC1=NN2C(C(=CC=C2)NCC=2C(=NC=CC2)N(S(=O)(=O)C)C)=N1 (N-(3-{[2-(4-Methanesulfonyl-phenylamino)-[1,2,4]triazolo[1,5-a]pyridin-8-ylamino]-methyl}-pyridin-2-yl)-N-methyl-methanesulfonamide), foam. Isolated yield 9.0%. As a reaction SMILES: Cl[C:2]1[N:24]=[C:5]2[C:6]([NH:10][CH2:11][C:12]3[C:13]([N:18]([CH3:23])[S:19]([CH3:22])(=[O:21])=[O:20])=[N:14][CH:15]=[CH:16][CH:17]=3)=[CH:7][CH:8]=[CH:9][N:4]2[N:3]=1.[CH3:25][S:26]([C:29]1[CH:34]=[CH:33][C:32]([NH2:35])=[CH:31][CH:30]=1)(=[O:28])=[O:27].C1(P(C2CCCCC2)C2C=CC=CC=2C2C=CC=CC=2P(C2CCCCC2)C2CCCCC2)CCCCC1>>[CH3:25][S:26]([C:29]1[CH:34]=[CH:33][C:32]([NH:35][C:2]2[N:24]=[C:5]3[C:6]([NH:10][CH2:11][C:12]4[C:13]([N:18]([CH3:23])[S:19]([CH3:22])(=[O:21])=[O:20])=[N:14][CH:15]=[CH:16][CH:17]=4)=[CH:7][CH:8]=[CH:9][N:4]3[N:3]=2)=[CH:31][CH:30]=1)(=[O:27])=[O:28]. Procedure details: N-(3-{[2-(4-Methanesulfonyl-phenylamino)-[1,2,4]triazolo[1,5-a]pyridin-8-ylamino]-methyl}-pyridin-2-yl)-N-methyl-methanesulfonamide was prepared from N-{3-[(2-chloro-[1,2,4]triazolo[1,5-a]pyridin-8-ylamino)-methyl]-pyridin-2-yl}-N-methyl-methanesulfonamide (75.0 mg, 0.204 mmol) and 4-methanesulfonyl-phenylamine (39.0 mg, 0.228 mmol) with 2,2′-bis-dicyclohexylphosphanyl-biphenyl (25.0 mg, 0.0457 mmol) as the ligand in a manner analogous to Example 2d. Product isolated as a tan foam (0.009 g, 9%)....